From a dataset of the Open Reaction Database (ORD), a public repository of structured organic reaction records. describe an organic reaction: reactants, conditions, products, and yield Starting materials: CC1(C(N(C(N1CC1=CC=NC=C1)=O)C1=CC(=C(C=C1)C(C)C)[N+](=O)[O-])=O)C (5,5-dimethyl-3-(3-nitro-4-isopropyl-phenyl)-1-pyridin-4-ylmethyl-imidazolidine-2,4-dione), [OH-].[Na+] (sodium hydroxide). The reagents and catalysts are [Zn] (zinc). Solvent: C(C)(=O)O (acetic acid), O (water). Reaction conditions: time 1 hour. Yields the product NC=1C=C(C=CC1C(C)C)N1C(N(C(C1=O)(C)C)CC1=CC=NC=C1)=O (3-(3-amino-4-isopropyl-phenyl)-5,5-dimethyl-1-pyridin-4-ylmethyl-imidazolidine-2,4-dione). The yield is 62.9%. RXN SMILES: [CH3:1][C:2]1([CH3:28])[N:6]([CH2:7][C:8]2[CH:13]=[CH:12][N:11]=[CH:10][CH:9]=2)[C:5](=[O:14])[N:4]([C:15]2[CH:20]=[CH:19][C:18]([CH:21]([CH3:23])[CH3:22])=[C:17]([N+:24]([O-])=O)[CH:16]=2)[C:3]1=[O:27].[OH-].[Na+]>C(O)(=O)C.O.[Zn]>[NH2:24][C:17]1[CH:16]=[C:15]([N:4]2[C:3](=[O:27])[C:2]([CH3:1])([CH3:28])[N:6]([CH2:7][C:8]3[CH:9]=[CH:10][N:11]=[CH:12][CH:13]=3)[C:5]2=[O:14])[CH:20]=[CH:19][C:18]=1[CH:21]([CH3:22])[CH3:23] |f:1.2|. Reported procedure: 2.64 g (6.90 mmol ) 5,5-dimethyl-3-(3-nitro-4-isopropyl-phenyl)-1-pyridin-4-ylmethyl-imidazolidine-2,4-dione were dissolved in 50 ml acetic acid. 7.22 g zinc dust were added in portions while temperature was kept below 45° C. The mixture was stirred for 1 h at RT, then diluted with 100 ml water, made alkaline with 6N sodium hydroxide solution and extracted with methylene chloride. Separating zinc salts were removed by filtration over cellite. Evaporation of the combined organic phases yielded 1....